This data is from the Open Reaction Database (ORD), a public repository of structured organic reaction records. The task is: describe an organic reaction: reactants, conditions, products, and yield Starting materials: CCO, O=C[O-], O=[N+]([O-])c1cccc(C(O)(C(F)(F)F)C(F)(F)F)c1, [NH4+]. Product: Nc1cccc(C(O)(C(F)(F)F)C(F)(F)F)c1. Reaction SMILES: [CH3:24][CH2:25][OH:26].[CH:20]([O-:21])=[O:22].[F:1][C:2]([C:3]([C:4]([F:5])([F:6])[F:7])([OH:8])[c:9]1[cH:10][c:11]([N+:15]([O-:16])=[O:17])[cH:12][cH:13][cH:14]1)([F:18])[F:19].[NH4+:23]>>[F:1][C:2]([C:3]([C:4]([F:5])([F:6])[F:7])([OH:8])[c:9]1[cH:10][c:11]([NH2:15])[cH:12][cH:13][cH:14]1)([F:18])[F:19]. Reactants: COC(=O)Cc1ccc(N)cc1C, CO, CCOC(C)=O, O=[N+]([O-])c1cccnc1Cl, Cl, C1COCCO1, C1COCCO1. Product: COC(=O)Cc1ccc(Nc2ncccc2[N+](=O)[O-])cc1C. As a reaction SMILES: [CH3:11][O:12][C:13]([CH2:14][c:15]1[c:16]([CH3:22])[cH:17][c:18]([NH2:21])[cH:19][cH:20]1)=[O:23].[CH3:31][OH:32].[CH3:39][CH2:40][O:41][C:42]([CH3:43])=[O:44].[Cl:1][c:2]1[n:3][cH:4][cH:5][cH:6][c:7]1[N+:8](=[O:9])[O-:10].[ClH:24].[O:25]1[CH2:26][CH2:27][O:28][CH2:29][CH2:30]1.[O:33]1[CH2:34][CH2:35][O:36][CH2:37][CH2:38]1>>[c:2]1([NH:21][c:18]2[cH:17][c:16]([CH3:22])[c:15]([CH2:14][C:13]([O:12][CH3:11])=[O:23])[cH:20][cH:19]2)[n:3][cH:4][cH:5][cH:6][c:7]1[N+:8](=[O:9])[O-:10]. The reactants are N1CCC(CC1)C1=C(C=CC=C1)[C@H](C)NC(C)=O ((S)—N-[1-(Piperidin-4-yl-phenyl)-ethyl]-acetamide), BrC1=C(C#N)C=C(C=C1)OCCC (2-bromo-5-propoxy-benzonitrile), C([O-])([O-])=O.[K+].[K+] (potassium carbonate), N1[C@H](C(=O)O)CCC1 ((L)-proline). The reagents and catalysts are [Cu]I (copper(I) iodide). Run in O (water), CS(=O)C (DMSO). Reaction conditions: temperature 90 celsius, time 7 day. The product is C(#N)C1=C(C=CC(=C1)OCCC)N1CCC(CC1)C1=CC=C(C=C1)[C@H](C)NC(C)=O ((S)—N-(1-{4-[1-(2-Cyano-4-propoxy-phenyl)-piperidin-4-yl]-phenyl}-ethyl)-acetamide). Reaction SMILES: N1CCC([C:7]2[CH:12]=[CH:11][CH:10]=[CH:9][C:8]=2[C@@H:13]([NH:15][C:16](=[O:18])[CH3:17])[CH3:14])CC1.Br[C:20]1[CH:27]=[CH:26][C:25]([O:28][CH2:29][CH2:30][CH3:31])=[CH:24][C:21]=1[C:22]#[N:23].C(=O)([O-])[O-].[K+].[K+].[NH:38]1[CH2:45][CH2:44][CH2:43][C@H:39]1[C:40](O)=O>CS(C)=O.[Cu]I.O>[C:22]([C:21]1[CH:24]=[C:25]([O:28][CH2:29][CH2:30][CH3:31])[CH:26]=[CH:27][C:20]=1[N:38]1[CH2:45][CH2:44][CH:43]([C:11]2[CH:10]=[CH:9][C:8]([C@@H:13]([NH:15][C:16](=[O:18])[CH3:17])[CH3:14])=[CH:7][CH:12]=2)[CH2:39][CH2:40]1)#[N:23] |f:2.3.4|. Procedure details: 100 mg (0.41 mmol) (S)—N-[1-(Piperidin-4-yl-phenyl)-ethyl]-acetamide (V.1) in 2 mL DMSO are added to a mixture of 97 mg (0.41 mmol) 2-bromo-5-propoxy-benzonitrile, 112 mg (0.82 mmol) potassium carbonate, 7.7 mg (0.041 mmol) copper(I) iodide and 9 mg (0.08 mmol) (L)-proline under inert gas atmosphere. The mixture is stirred for 7 d at 90° C. After that time, water is added and the mixture is extracted with ethyl acetate. The organic layer is dried over sodium sulphate and the solvent is removed i...